From a dataset of the Open Reaction Database (ORD), a public repository of structured organic reaction records. describe an organic reaction: reactants, conditions, products, and yield The reactants are COC1=CC(=C(N)C=C1)C (4-methoxy-2-methylaniline), N1=CC=CC=C1 (pyridine), CS(=O)(=O)Cl (methanesulfonylchloride). The solvent is C(Cl)Cl (methylene chloride). Conditions: time 16 hour. Product: COC1=CC(=C(C=C1)NS(=O)(=O)C)C (N-(4-Methoxy-2-methyl-phenyl)-methanesulfonamide). Yield: 69.7%. As a reaction SMILES: [CH3:1][O:2][C:3]1[CH:9]=[CH:8][C:6]([NH2:7])=[C:5]([CH3:10])[CH:4]=1.N1C=CC=CC=1.[CH3:17][S:18](Cl)(=[O:20])=[O:19]>C(Cl)Cl>[CH3:1][O:2][C:3]1[CH:9]=[CH:8][C:6]([NH:7][S:18]([CH3:17])(=[O:20])=[O:19])=[C:5]([CH3:10])[CH:4]=1. Procedure: To a solution of 6.85 gm (50 mmol) 4-methoxy-2-methylaniline in 70 ml of methylene chloride was introduced 8.5 gm (ml; mmol) pyridine followed by dropwise addition of 6.87 gm (60 mmol) methanesulfonylchloride. The reaction mixture was stirred at room temperature for 16 hours. The reaction mixture was washed with 1N HCl and then with saturated aqueous brine. The organics were dried with sodium sulfate and then evaporated in vacuo. The residue was triturated in diethyl ether to afford 7.5 gm (79%)... The product is COCC(N(C)CCN1CCOCC1)C1(c2ccc(Cl)cc2)CCC1. Reactants: C=O, CCOC(C)=O, O=CO, Cl, Cl, COCC(NCCN1CCOCC1)C1(c2ccc(Cl)cc2)CCC1. As a reaction SMILES: [CH2:30]=[O:31].[CH3:32][CH2:33][O:34][C:35](=[O:36])[CH3:37].[CH:27]([OH:28])=[O:29].[ClH:1].[ClH:2].[O:3]1[CH2:4][CH2:5][N:6]([CH2:9][CH2:10][NH:11][CH:12]([CH2:13][O:14][CH3:15])[C:16]2([c:20]3[cH:21][cH:22][c:23]([Cl:26])[cH:24][cH:25]3)[CH2:17][CH2:18][CH2:19]2)[CH2:7][CH2:8]1>>[O:3]1[CH2:4][CH2:5][N:6]([CH2:9][CH2:10][N:11]([CH:12]([CH2:13][O:14][CH3:15])[C:16]2([c:20]3[cH:21][cH:22][c:23]([Cl:26])[cH:24][cH:25]3)[CH2:17][CH2:18][CH2:19]2)[CH3:27])[CH2:7][CH2:8]1. The reactants are CCOC(=O)c1cn(Nc2c(Cl)cc(Cl)cc2Cl)c(=O)[nH]c1=O, CC(=O)O, Cl. Yields the product O=C(O)c1cn(Nc2c(Cl)cc(Cl)cc2Cl)c(=O)[nH]c1=O. Reaction SMILES: [C:1](=[O:2])([O:3][CH2:4][CH3:5])[c:6]1[c:7](=[O:23])[nH:8][c:9](=[O:22])[n:10]([NH:12][c:13]2[c:14]([Cl:21])[cH:15][c:16]([Cl:20])[cH:17][c:18]2[Cl:19])[cH:11]1.[CH3:25][C:26](=[O:27])[OH:28].[ClH:24]>>[C:1](=[O:2])([OH:3])[c:6]1[c:7](=[O:23])[nH:8][c:9](=[O:22])[n:10]([NH:12][c:13]2[c:14]([Cl:21])[cH:15][c:16]([Cl:20])[cH:17][c:18]2[Cl:19])[cH:11]1. The reactants are [Cl-].O[NH3+] (hydroxylammonium chloride), C(O)([O-])=O.[Na+] (sodium hydrogen carbonate), CS(=O)C (dimethyl sulfoxide), O=C1N(C=2N(C(=C1CC1=CC=C(C=C1)C=1C(=CC=CC1)C#N)CCC)N=CN2)C2=CSC=C2 (4′-[(5-oxo-7-propyl-4-thiophen-3-yl-4,5-dihydro[1,2,4]triazolo[1,5-a]pyrimidin-6-yl)methyl]biphenyl-2-carbonitrile). The solvent is C(C)(=O)OCC (ethyl acetate). Reaction conditions: temperature 40 celsius, time 30 minute. Product: O=C1NC(=NO1)C1=C(C=CC=C1)C1=CC=C(C=C1)CC=1C(N(C=2N(C1CCC)N=CN2)C2=CSC=C2)=O (6-{[2′-(5-oxo-4,5-dihydro-1,2,4-oxadiazol-3-yl)biphenyl-4-yl]methyl}-7-propyl-4-(thiophen-3-yl)[1,2,4]triazolo[1,5-a]pyrimidin-5(4H)-one). Yield: 34.0%. RXN SMILES: [Cl-].O[NH3+:3].[C:4](=[O:7])([O-])[OH:5].[Na+].CS(C)=O.[O:13]=[C:14]1[C:19]([CH2:20][C:21]2[CH:26]=[CH:25][C:24]([C:27]3[C:28]([C:33]#[N:34])=[CH:29][CH:30]=[CH:31][CH:32]=3)=[CH:23][CH:22]=2)=[C:18]([CH2:35][CH2:36][CH3:37])[N:17]2[N:38]=[CH:39][N:40]=[C:16]2[N:15]1[C:41]1[CH:45]=[CH:44][S:43][CH:42]=1>C(OCC)(=O)C>[O:7]=[C:4]1[O:5][N:3]=[C:33]([C:28]2[CH:29]=[CH:30][CH:31]=[CH:32][C:27]=2[C:24]2[CH:25]=[CH:26][C:21]([CH2:20][C:19]3[C:14](=[O:13])[N:15]([C:41]4[CH:45]=[CH:44][S:43][CH:42]=4)[C:16]4[N:17]([N:38]=[CH:39][N:40]=4)[C:18]=3[CH2:35][CH2:36][CH3:37])=[CH:22][CH:23]=2)[NH:34]1 |f:0.1,2.3|. Reported procedure: A mixture of hydroxylammonium chloride (1.2 g), sodium hydrogen carbonate (1.9 g) and dimethyl sulfoxide (15 mL) was stirred at 40° C. for 30 min, 4′-[(5-oxo-7-propyl-4-thiophen-3-yl-4,5-dihydro[1,2,4]triazolo[1,5-a]pyrimidin-6-yl)methyl]biphenyl-2-carbonitrile (0.52 g) was added, and the mixture was stirred at 90° C. for 16 hr. The reaction mixture was diluted with ethyl acetate, washed with water and then with saturated brine, and dried over anhydrous magnesium sulfate. The solvent was evapora... Starting materials: 13.2, C1(=CC=CC=C1)CN1CC(NCC1)C(=O)N (4-(phenylmethyl)-2-piperazinecarboxamide), ClCCCC(C1=CC=C(C=C1)F)C1=CC=C(C=C1)F (1,1'-(4-chlorobutylidene)bis[4-fluorobenzene]), C([O-])([O-])=O.[Na+].[Na+] (sodium carbonate), [I-].[K+] (potassium iodide). Run in CC(CC(C)=O)C (4-methyl-2-pentanone), O (water). The product is 17.7, FC1=CC=C(C=C1)C(CCCN1C(CN(CC1)CC1=CC=CC=C1)C(=O)N)C1=CC=C(C=C1)F (1-[4,4-bis(4-fluorophenyl)butyl]-4-(phenylmethyl)-2-piperazinecarboxamide). Isolated yield 63.6%. As a reaction SMILES: [C:1]1([CH2:7][N:8]2[CH2:13][CH2:12][NH:11][CH:10]([C:14]([NH2:16])=[O:15])[CH2:9]2)[CH:6]=[CH:5][CH:4]=[CH:3][CH:2]=1.Cl[CH2:18][CH2:19][CH2:20][CH:21]([C:29]1[CH:34]=[CH:33][C:32]([F:35])=[CH:31][CH:30]=1)[C:22]1[CH:27]=[CH:26][C:25]([F:28])=[CH:24][CH:23]=1.C(=O)([O-])[O-].[Na+].[Na+].[I-].[K+]>O.CC(C)CC(=O)C>[F:28][C:25]1[CH:24]=[CH:23][C:22]([CH:21]([C:29]2[CH:30]=[CH:31][C:32]([F:35])=[CH:33][CH:34]=2)[CH2:20][CH2:19][CH2:18][N:11]2[CH2:12][CH2:13][N:8]([CH2:7][C:1]3[CH:2]=[CH:3][CH:4]=[CH:5][CH:6]=3)[CH2:9][CH:10]2[C:14]([NH2:16])=[O:15])=[CH:27][CH:26]=1 |f:2.3.4,5.6|. Procedure details: A mixture of 13.2 parts of 4-(phenylmethyl)-2-piperazinecarboxamide, 18.5 parts of 1,1'-(4-chlorobutylidene)bis[4-fluorobenzene], 14.8 parts of sodium carbonate, 0.1 parts of potassium iodide and 200 parts of 4-methyl-2-pentanone was stirred and refluxed for 72 hours using a water-separator. The reaction mixture was cooled to room temperature, filtered and the filtrate was evaporated. The oily residue was purified by column-chromatography over silica gel using a mixture of trichloromethane and m... The reactants are Oc1c(nc(Br)c2cccnc12)C(=O)NCc3ccc(F)cc3, CC1(C)OB(OC1(C)C)c2cnc(nc2)n3cccn3. The reagents and catalysts are CCN=P(N=P(N(C)C)(N(C)C)N(C)C)(N(C)C)N(C)C (P2-Et), CC(C)c1cc(C(C)C)c(-c2ccccc2[PH](C(C)(C)C)(C(C)(C)C)[Pd]2(OS(C)(=O)=O)Nc3ccccc3-c3ccccc32)c(C(C)C)c1 (tBuXphos G3). The solvent is CS(C)=O (DMSO), O (water), CS(C)=O (DMSO), CS(C)=O (DMSO), CS(C)=O (DMSO). Reaction conditions: time 22 hour. Product: Oc1c(nc(c2cnc(nc2)n3cccn3)c4cccnc14)C(=O)NCc5ccc(F)cc5, Oc1c(nc(Br)c2cccnc12)C(=O)NCc3ccc(F)cc3, c1ccc(-c2ccccc2)cc1. Reactants: ClC=1C(=NC=C(C1)Cl)C(CNC(C1=C(C=CC=C1)C(F)(F)F)=O)=NOC(C)CC (N-[2-(3,5-dichloropyridin-2-yl)-2-(sec-butoxyimino)ethyl]-2-(trifluoromethyl)benzamide), C(C1=CC=CC=C1)(=O)C1=CC=CC=C1 (benzophenone), quartz. Solvent: C(C)#N (acetonitrile). The product is ClC=1C(=NC=C(C1)Cl)\C(\CNC(C1=C(C=CC=C1)C(F)(F)F)=O)=N/OC(C)CC ((Z)—N-[2-(3,5-dichloropyridin-2-yl)-2-(sec-butoxyimino)ethyl]-2-(trifluoromethyl)benzamide). Yield: 79.7%. As a reaction SMILES: [Cl:1][C:2]1[C:3]([C:9](=[N:24][O:25][CH:26]([CH2:28][CH3:29])[CH3:27])[CH2:10][NH:11][C:12](=[O:23])[C:13]2[CH:18]=[CH:17][CH:16]=[CH:15][C:14]=2[C:19]([F:22])([F:21])[F:20])=[N:4][CH:5]=[C:6]([Cl:8])[CH:7]=1.C(C1C=CC=CC=1)(=O)C1C=CC=CC=1>C(#N)C>[Cl:1][C:2]1[C:3](/[C:9](=[N:24]\[O:25][CH:26]([CH2:28][CH3:29])[CH3:27])/[CH2:10][NH:11][C:12](=[O:23])[C:13]2[CH:18]=[CH:17][CH:16]=[CH:15][C:14]=2[C:19]([F:21])([F:20])[F:22])=[N:4][CH:5]=[C:6]([Cl:8])[CH:7]=1. Procedure: To 522 mg of N-[2-(3,5-dichloropyridin-2-yl)-2-(sec-butoxyimino)ethyl]-2-(trifluoromethyl)benzamide in 3 ml of acetonitrile, 1 mg of benzophenone was added, and the mixture was irradiated with light for 12 hours in a quartz cell (manufactured by Fine, 4 clear windows for spectroscopy) using a 100 W high-pressure mercury lamp (manufactured by USHIO INC., lamp: UM-102, power supply: UM-103B-B). After completion of the reaction, the solvent was evaporated under reduced pressure, and the resulting r...